From a dataset of the Open Reaction Database (ORD), a public repository of structured organic reaction records. describe an organic reaction: reactants, conditions, products, and yield Reactants: CCOC(=O)CO, C1COCCO1, CCOC(C)=O, Cl, O=C1C2=CCCCN2C(=O)N1c1cc([N+](=O)[O-])c(F)cc1F, [H-], [Na+]. Product: CCOC(=O)COc1cc(F)c(N2C(=O)C3=CCCCN3C2=O)cc1[N+](=O)[O-]. RXN SMILES: [C:3]([CH2:4][OH:5])(=[O:6])[O:7][CH2:8][CH3:9].[CH2:39]1[O:40][CH2:41][CH2:42][O:43][CH2:44]1.[CH3:33][CH2:34][O:35][C:36](=[O:37])[CH3:38].[ClH:32].[F:10][c:11]1[c:12]([N:21]2[C:22](=[O:31])[N:23]3[C:24](=[CH:25][CH2:26][CH2:27][CH2:28]3)[C:29]2=[O:30])[cH:13][c:14]([N+:18](=[O:19])[O-:20])[c:15]([F:17])[cH:16]1.[H-:1].[Na+:2]>>[C:3]([CH2:4][O:5][c:15]1[c:14]([N+:18](=[O:19])[O-:20])[cH:13][c:12]([N:21]2[C:22](=[O:31])[N:23]3[C:24](=[CH:25][CH2:26][CH2:27][CH2:28]3)[C:29]2=[O:30])[c:11]([F:10])[cH:16]1)(=[O:6])[O:7][CH2:8][CH3:9]. Reactants: N(CC(=O)O)CC(=O)O (iminodiacetic acid), C(C)(=O)NCC(=O)O (N-acetylglycine), C(C)(=O)N (acetamide), C=O (paraformaldehyde), O (water), C(C)(=O)O (acetic acid). Run in COCCOC (DME). Run at temperature 125 celsius. The product is C(C)(=O)N(CC(=O)O)CC(=O)O (N-acetyliminodiacetic acid). Isolated yield 93.0%. RXN SMILES: C(N)(=O)C.C=O.O.[C:8]([OH:11])(=[O:10])[CH3:9].N(CC(O)=O)CC(O)=O.[C:21]([NH:24][CH2:25][C:26]([OH:28])=[O:27])(=[O:23])[CH3:22]>COCCOC>[C:21]([N:24]([CH2:25][C:26]([OH:28])=[O:27])[CH2:9][C:8]([OH:11])=[O:10])(=[O:23])[CH3:22]. Procedure: A 300 mL autoclave was charged with acetamide (VII)(11.8 g, 0.2 mole), 95% paraformaldehyde (13.6 g, 0.43 mole), water (6.5 g, 0.36 mole), acetic acid (16.8 g, 0.28 mol, 0.19 g/mL of DME), DME (90 mL) and Co2 (CO)8 (4.1 g, 0.012 mole) and pressurized to 1500 psi (10,345 kPa) CO:H2 (95:5) at 25° C. This mixture was heated to 125° C. for 30 min. HPLC analysis of this stream gave a 93% yield of (XVI), 1% (XIV), and 4% (XVIII). The reactants are CCCCN(C(=O)NCC(=O)OCC)c1ccc(N2CCC(NCC(O)c3ccc(O)c(NS(C)(=O)=O)c3)CC2)cc1, [Na+], [OH-]. Yields the product CCCCN(C(=O)NCC(=O)O)c1ccc(N2CCC(NCC(O)c3ccc(O)c(NS(C)(=O)=O)c3)CC2)cc1. As a reaction SMILES: [CH2:1]([CH2:2][CH2:3][CH3:4])[N:5]([c:6]1[cH:7][cH:8][c:9]([N:12]2[CH2:13][CH2:14][CH:15]([NH:18][CH2:19][CH:20]([c:21]3[cH:22][c:23]([NH:28][S:29](=[O:30])(=[O:31])[CH3:32])[c:24]([OH:27])[cH:25][cH:26]3)[OH:33])[CH2:16][CH2:17]2)[cH:10][cH:11]1)[C:34](=[O:35])[NH:36][CH2:37][C:38](=[O:39])[O:40][CH2:41][CH3:42].[Na+:44].[OH-:43]>>[CH2:1]([CH2:2][CH2:3][CH3:4])[N:5]([c:6]1[cH:7][cH:8][c:9]([N:12]2[CH2:13][CH2:14][CH:15]([NH:18][CH2:19][CH:20]([c:21]3[cH:22][c:23]([NH:28][S:29](=[O:30])(=[O:31])[CH3:32])[c:24]([OH:27])[cH:25][cH:26]3)[OH:33])[CH2:16][CH2:17]2)[cH:10][cH:11]1)[C:34](=[O:35])[NH:36][CH2:37][C:38](=[O:39])[OH:40]. Reactants: Cc1ccc(CC(=O)O)cc1, C1CCN(C2CCNCC2)CC1. The reagents and catalysts are [B-](F)(F)(F)F.CN(C)C(=[N+](C)C)ON1C2=CC=CC=C2N=N1 (TBTU), CCN(C(C)C)C(C)C (DIPEA). The solvent is CN(C)C=O (DMF), CN(C)C=O (DMF), CN(C)C=O (DMF), CN(C)C=O (DMF), CN(C)C=O (DMF), CN(C)C=O (DMF). Conditions: temperature 25 celsius, time 2 hour. Yields the product Cc1ccc(CC(=O)N2CCC(N3CCCCC3)CC2)cc1. The yield is 39.8%. As a reaction SMILES: C1CCN(C2CCNCC2)CC1.Cc1ccc(CC(=O)O)cc1.[B-](F)(F)(F)F.CN(C)C(=[N+](C)C)ON1C2=CC=CC=C2N=N1.CCN(C(C)C)C(C)C.CN(C)C=O>>Cc1ccc(CC(=O)N2CCC(N3CCCCC3)CC2)cc1. Reactants: CCOC(=O)C(Cc1cc(-c2ccc(Cl)c(Cl)c2)n(-c2ccc(OC)cc2)n1)c1cccc(C)c1, C1CCOC1, C[Si](C)(C)[N-][Si](C)(C)C, CI, [Na+]. The product is CCOC(=O)C(C)(Cc1cc(-c2ccc(Cl)c(Cl)c2)n(-c2ccc(OC)cc2)n1)c1cccc(C)c1. As a reaction SMILES: [CH2:1]([CH3:2])[O:3][C:4]([CH:5]([CH2:6][c:7]1[n:8][n:9](-[c:20]2[cH:21][cH:22][c:23]([O:26][CH3:27])[cH:24][cH:25]2)[c:10](-[c:12]2[cH:13][c:14]([Cl:19])[c:15]([Cl:18])[cH:16][cH:17]2)[cH:11]1)[c:28]1[cH:29][c:30]([CH3:34])[cH:31][cH:32][cH:33]1)=[O:35].[CH2:48]1[O:49][CH2:50][CH2:51][CH2:52]1.[CH3:37][Si:38]([N-:39][Si:40]([CH3:41])([CH3:42])[CH3:43])([CH3:44])[CH3:45].[I:46][CH3:47].[Na+:36]>>[CH2:1]([CH3:2])[O:3][C:4]([C:5]([CH2:6][c:7]1[n:8][n:9](-[c:20]2[cH:21][cH:22][c:23]([O:26][CH3:27])[cH:24][cH:25]2)[c:10](-[c:12]2[cH:13][c:14]([Cl:19])[c:15]([Cl:18])[cH:16][cH:17]2)[cH:11]1)([c:28]1[cH:29][c:30]([CH3:34])[cH:31][cH:32][cH:33]1)[CH3:37])=[O:35]. Starting materials: CCOC(=O)c1ccc(Br)cc1, COc1ccc(B(O)O)cc1, Cc1ccccc1, [Na+], [Na+], O=C([O-])[O-], c1ccc(P(c2ccccc2)(c2ccccc2)[Pd](P(c2ccccc2)(c2ccccc2)c2ccccc2)(P(c2ccccc2)(c2ccccc2)c2ccccc2)P(c2ccccc2)(c2ccccc2)c2ccccc2)cc1. The product is CCOC(=O)c1ccc(-c2ccc(OC)cc2)cc1. As a reaction SMILES: [CH2:1]([CH3:2])[O:3][C:4]([c:5]1[cH:6][cH:7][c:8]([Br:11])[cH:9][cH:10]1)=[O:12].[CH3:13][O:14][c:15]1[cH:16][cH:17][c:18]([B:21]([OH:22])[OH:23])[cH:19][cH:20]1.[CH3:30][c:31]1[cH:32][cH:33][cH:34][cH:35][cH:36]1.[Na+:24].[Na+:25].[O-:26][C:27](=[O:28])[O-:29].[cH:37]1[cH:38][cH:39][c:40]([P:41]([Pd:42]([P:43]([c:44]2[cH:45][cH:46][cH:47][cH:48][cH:49]2)([c:50]2[cH:51][cH:52][cH:53][cH:54][cH:55]2)[c:56]2[cH:57][cH:58][cH:59][cH:60][cH:61]2)([P:62]([c:63]2[cH:64][cH:65][cH:66][cH:67][cH:68]2)([c:69]2[cH:70][cH:71][cH:72][cH:73][cH:74]2)[c:75]2[cH:76][cH:77][cH:78][cH:79][cH:80]2)[P:81]([c:82]2[cH:83][cH:84][cH:85][cH:86][cH:87]2)([c:88]2[cH:89][cH:90][cH:91][cH:92][cH:93]2)[c:94]2[cH:95][cH:96][cH:97][cH:98][cH:99]2)([c:100]2[cH:101][cH:102][cH:103][cH:104][cH:105]2)[c:106]2[cH:107][cH:108][cH:109][cH:110][cH:111]2)[cH:112][cH:113]1>>[CH2:1]([CH3:2])[O:3][C:4]([c:5]1[cH:6][cH:7][c:8](-[c:18]2[cH:17][cH:16][c:15]([O:14][CH3:13])[cH:20][cH:19]2)[cH:9][cH:10]1)=[O:12].